Dataset: the Open Reaction Database (ORD), a public repository of structured organic reaction records. Task: describe an organic reaction: reactants, conditions, products, and yield The reactants are CN(C1=CC=C(C(=O)C2=C(C(=O)O)C(=C(C(=C2Cl)Cl)Cl)Cl)C=C1)C (2-(4-(dimethylamino)benzoyl)-3,4,5,6-tetrachlorobenzoic acid), CN(C1=CC(=CC=C1)N(C)C)C (N,N,N',N'-tetramethyl-m-phenylenediamine), C(C)(=O)OC(C)=O (acetic anhydride). Reaction conditions: temperature 95 celsius. The product is CN(C1=C(C=CC(=C1)N(C)C)C1(OC(=O)C2=C(C(=C(C(=C12)Cl)Cl)Cl)Cl)C1=CC=C(C=C1)N(C)C)C (3-(2,4-bis(dimethylamino)phenyl)-3-(4-(dimethylamino)phenyl)-4,5,6,7-tetrachlorophthalide). The yield is 73.6%. Reaction SMILES: [CH3:1][N:2]([CH3:24])[C:3]1[CH:23]=[CH:22][C:6]([C:7]([C:9]2[C:17]([Cl:18])=[C:16]([Cl:19])[C:15]([Cl:20])=[C:14]([Cl:21])[C:10]=2[C:11]([OH:13])=O)=[O:8])=[CH:5][CH:4]=1.[CH3:25][N:26]([CH3:36])[C:27]1[CH:32]=[CH:31][CH:30]=[C:29]([N:33]([CH3:35])[CH3:34])[CH:28]=1.C(OC(=O)C)(=O)C>>[CH3:34][N:33]([CH3:35])[C:29]1[CH:28]=[C:27]([N:26]([CH3:36])[CH3:25])[CH:32]=[CH:31][C:30]=1[C:7]1([C:6]2[CH:5]=[CH:4][C:3]([N:2]([CH3:24])[CH3:1])=[CH:23][CH:22]=2)[C:9]2[C:10](=[C:14]([Cl:21])[C:15]([Cl:20])=[C:16]([Cl:19])[C:17]=2[Cl:18])[C:11](=[O:13])[O:8]1. Procedure: A mixture of 2-(4-(dimethylamino)benzoyl)-3,4,5,6-tetrachlorobenzoic acid (20.3 g.), N,N,N',N'-tetramethyl-m-phenylenediamine (88%, 9.3 g.) and acetic anhydride (74 ml.) was heated (to 95° C.) during one hour, then cooled, affording 3-(2,4-bis(dimethylamino)phenyl)-3-(4-(dimethylamino)phenyl)-4,5,6,7-tetrachlorophthalide (I: X=Y4 =(CH3)2N, Y2 =H, Z4 =Z5 =Z6 =Z7 =Cl) (20.3 g., m.p. 227°-229° C.). The reactants are ClC1=CC=C(C=C1)S(=O)(=O)C(C1=CC(=NC=C1F)/C=C/C(=O)OC)C1=C(C=CC(=C1)F)F (methyl(E)-3-[4-[(4-chlorophenylsulfonyl)(2,5-difluorophenyl)methyl]-5-fluoropyridin-2-yl]acrylate). Run in C(C)O (ethanol), O1CCOCC1 (1,4-dioxane), C(C)O (ethanol), ClCCl (dichloromethane). Conditions: time 30 minute. Yields the product ClC1=CC=C(C=C1)S(=O)(=O)C(C1=CC(=NC=C1F)CCC(=O)OC)C1=C(C=CC(=C1)F)F (Methyl 3-[4-[(4-chlorophenylsulfonyl)(2,5-difluorophenyl)methyl]-5-fluoropyridin-2-yl]propionate). Yield: 86.5%. As a reaction SMILES: [Cl:1][C:2]1[CH:7]=[CH:6][C:5]([S:8]([CH:11]([C:25]2[CH:30]=[C:29]([F:31])[CH:28]=[CH:27][C:26]=2[F:32])[C:12]2[C:17]([F:18])=[CH:16][N:15]=[C:14](/[CH:19]=[CH:20]/[C:21]([O:23][CH3:24])=[O:22])[CH:13]=2)(=[O:10])=[O:9])=[CH:4][CH:3]=1>C(O)C.O1CCOCC1.ClCCl>[Cl:1][C:2]1[CH:7]=[CH:6][C:5]([S:8]([CH:11]([C:25]2[CH:30]=[C:29]([F:31])[CH:28]=[CH:27][C:26]=2[F:32])[C:12]2[C:17]([F:18])=[CH:16][N:15]=[C:14]([CH2:19][CH2:20][C:21]([O:23][CH3:24])=[O:22])[CH:13]=2)(=[O:10])=[O:9])=[CH:4][CH:3]=1. Procedure details: A Raney nickel suspension (“R-100”, product of Nikko Rika Corporation) was washed sequentially with water and ethanol to give a corresponding ethanol suspension. The resulting ethanol suspension (1 ml) was added to a solution of methyl(E)-3-[4-[(4-chlorophenylsulfonyl)(2,5-difluorophenyl)methyl]-5-fluoropyridin-2-yl]acrylate (290 mg, 0.602 mmol) in a mixture of ethanol (6 ml) and 1,4-dioxane (4 ml). The resulting mixture was stirred vigorously for 30 minutes under a hydrogen atmosphere of 1 atmo... The reactants are C(C(=C)C)(=O)OC (methyl methacrylate), O=CC(C)=C (methacrolein), O=O (oxygen), carboxylic acid esters, aldehydes, alcohols, C(C(=C)C)(=O)OC (methyl methacrylate). Reagents/catalysts: [Pd] (palladium), [Pd] (Pd), [Pd] (palladium). Run in CO (methanol). The product is O=CC(C)=C (methacrolein), C(C(=C)C)(=O)OC (methyl methacrylate), C=CC (propylene). RXN SMILES: O=O.[C:3]([O:8][CH3:9])(=[O:7])[C:4]([CH3:6])=[CH2:5].O=[CH:11][C:12](=C)[CH3:13]>[Pd].CO>[O:7]=[CH:3][C:4](=[CH2:5])[CH3:6].[C:3]([O:8][CH3:9])(=[O:7])[C:4]([CH3:6])=[CH2:5].[CH2:11]=[CH:12][CH3:13]. Procedure details: U.S. Pat. No. 3,639,449 describes a very similar process for the preparation of carboxylic acid esters from aldehydes and/or alcohols by reaction with oxygen over a noble metal catalyst (for example palladium) at from 0° to 300° C. Here again, the limited usefulness of a pure palladium catalyst for the preparation of methyl methacrylate is revealed: Example 16, the only example which illustrates the preparation of methyl methacrylate from methanol and methacrolein over a catalyst consisting of 2... Reactants: C(#N)N1C2=C(C=C(C3=C1C=CC=C3)[N+](=O)[O-])C=CC=C2 (5-cyano-10-nitro-5H-dibenz[b,f]azepine), C(C)OCCO (ethylene glycol monoethyl ether). The reagents and catalysts are [Fe] (iron). Run in Cl (hydrochloric acid). Conditions: time 2 hour. The product is C(#N)N1C2=C(CC(C3=C1C=CC=C3)=O)C=CC=C2 (5-cyano-10-oxo-10,11-dihydro-5H-dibenz[b,f]azepine). RXN SMILES: [C:1]([N:3]1[C:9]2[CH:10]=[CH:11][CH:12]=[CH:13][C:8]=2[C:7]([N+]([O-])=O)=[CH:6][C:5]2[CH:17]=[CH:18][CH:19]=[CH:20][C:4]1=2)#[N:2].C([O:23]CCO)C>Cl.[Fe]>[C:1]([N:3]1[C:9]2[CH:10]=[CH:11][CH:12]=[CH:13][C:8]=2[C:7](=[O:23])[CH2:6][C:5]2[CH:17]=[CH:18][CH:19]=[CH:20][C:4]1=2)#[N:2]. Procedure: 26.3 g (0.1 mole) of 5-cyano-10-nitro-5H-dibenz[b,f]azepine are suspended in a mixture of 265 ml of ethylene glycol monoethyl ether and 75 ml of concentrated hydrochloric acid. 40 g of iron powder are added in small portions at 40° in the course of 40 minutes and the temperature is maintained at 40° by external cooling. The mixture is stirred for a further 2 hours at room temperature, is then heated to 80°, the precipitated product dissolving again, and is filtered through a heated suction filte...